This data is from the Open Reaction Database (ORD), a public repository of structured organic reaction records. The task is: describe an organic reaction: reactants, conditions, products, and yield Reactants: ClC1=NC(=NC=2CN=C(C3=C(C21)C=CC(=C3)Cl)C3=CC=CC=C3)C (1,9-dichloro-3-methyl-7-phenyl-5H-pyrimido[4,5-d][2]benzazepine), CO (methanol), C[O-].[Na+] (sodium methoxide), CO (methanol). The solvent is O1CCCC1 (tetrahydrofuran). Conditions: time 1 hour. The product is ClC1=CC2=C(C3=C(CN=C2C2=CC=CC=C2)N=C(N=C3OC)C)C=C1 (9-Chloro-1-methoxy-3-methyl-7-phenyl-5H-pyrimido[4,5-d][2]benzazepine). As a reaction SMILES: Cl[C:2]1[C:12]2[C:11]3[CH:13]=[CH:14][C:15]([Cl:17])=[CH:16][C:10]=3[C:9]([C:18]3[CH:23]=[CH:22][CH:21]=[CH:20][CH:19]=3)=[N:8][CH2:7][C:6]=2[N:5]=[C:4]([CH3:24])[N:3]=1.[CH3:25][OH:26].C[O-].[Na+]>O1CCCC1>[Cl:17][C:15]1[CH:14]=[CH:13][C:11]2[C:12]3[C:2]([O:26][CH3:25])=[N:3][C:4]([CH3:24])=[N:5][C:6]=3[CH2:7][N:8]=[C:9]([C:18]3[CH:23]=[CH:22][CH:21]=[CH:20][CH:19]=3)[C:10]=2[CH:16]=1 |f:2.3|. Reported procedure: A solution of 1.0 g (2.8 mmol) of 1,9-dichloro-3-methyl-7-phenyl-5H-pyrimido[4,5-d][2]benzazepine and 1.0 mL of a 4.2M methanol solution of sodium methoxide in 20 mL of a 1:1 mixture of methanol and tetrahydrofuran was stirred at room temperature for 1 hr. The solvent was removed at reduced pressure and the residue was triturated with water to give an off-white solid. Recrystallization from a mixture of ether and petroleum ether gave colorless prisms, mp 185°-187°.